Dataset: the Open Reaction Database (ORD), a public repository of structured organic reaction records. Task: describe an organic reaction: reactants, conditions, products, and yield Reactants: COC1=CC=C(C=C1)SC=1C=C(C=C(C1)C)N (3-(4-Methoxy-phenylsulfanyl)-5-methyl-phenylamine), B(Br)(Br)Br (boron tribromide). The solvent is ClCCl (dichloromethane). Product: NC=1C=C(C=C(C1)C)SC1=CC=C(C=C1)O (4-(3-Amino-5-methyl-phenylsulfanyl)-phenol). Reaction SMILES: C[O:2][C:3]1[CH:8]=[CH:7][C:6]([S:9][C:10]2[CH:11]=[C:12]([NH2:17])[CH:13]=[C:14]([CH3:16])[CH:15]=2)=[CH:5][CH:4]=1.B(Br)(Br)Br>ClCCl>[NH2:17][C:12]1[CH:11]=[C:10]([S:9][C:6]2[CH:7]=[CH:8][C:3]([OH:2])=[CH:4][CH:5]=2)[CH:15]=[C:14]([CH3:16])[CH:13]=1. Reported procedure: To the product from Example 181B (0.5 g, 2.0 mmol) in dichloromethane was treated with boron tribromide (10 mmol) at room temperature for 1 hour. The solution was the extracted with water, then the organic solution dried and concentrated to provide the title compound. The reactants are CN(C=O)C (N,N-Dimethylformamide), ClCCOC1=C(C=C2C(=CC=NC2=C1)OC=1C(=NC2=CC=CC=C2C1)C)OC (7-(2-chloro-ethoxy)-6-methoxy-4-(2-methyl-quinolin-3-yloxy)-quinoline), ClCCOC1=C(C=C2C(=CC=NC2=C1)OC=1C(=NC2=CC=CC=C2C1)C)OC (7-(2-chloro-ethoxy)-6-methoxy-4-(2-methyl-quinolin-3-yloxy)-quinoline), C([O-])([O-])=O.[K+].[K+] (potassium carbonate), N1CCOCC1 (morpholine). Yields the product COC=1C=C2C(=CC=NC2=CC1OCCN1CCOCC1)OC=1C(=NC2=CC=CC=C2C1)C (6-Methoxy-4-(2-methyl-quinolin-3-yloxy)-7-(2-morpholin-4-yl-ethoxy)-quinoline). RXN SMILES: CN(C)C=O.Cl[CH2:7][CH2:8][O:9][C:10]1[CH:19]=[C:18]2[C:13]([C:14]([O:20][C:21]3[C:22]([CH3:31])=[N:23][C:24]4[C:29]([CH:30]=3)=[CH:28][CH:27]=[CH:26][CH:25]=4)=[CH:15][CH:16]=[N:17]2)=[CH:12][C:11]=1[O:32][CH3:33].C(=O)([O-])[O-].[K+].[K+].[NH:40]1[CH2:45][CH2:44][O:43][CH2:42][CH2:41]1>O>[CH3:33][O:32][C:11]1[CH:12]=[C:13]2[C:18](=[CH:19][C:10]=1[O:9][CH2:8][CH2:7][N:40]1[CH2:45][CH2:44][O:43][CH2:42][CH2:41]1)[N:17]=[CH:16][CH:15]=[C:14]2[O:20][C:21]1[C:22]([CH3:31])=[N:23][C:24]2[C:29]([CH:30]=1)=[CH:28][CH:27]=[CH:26][CH:25]=2 |f:2.3.4|. The solvent is O (water). The yield is 40.8%. Reaction conditions: temperature 80 celsius, time 3 day. Procedure: N,N-Dimethylformamide (1.5 ml) was added to 7-(2-chloro-ethoxy)-6-methoxy-4-(2-methyl-quinolin-3-yloxy)-quinoline (compound 353) (50 mg), potassium carbonate (53 mg), and morpholine (33 mg), and the mixture was stirred at 80° C. for 3 days. The reaction solution was cooled to room temperature, water was added to the reaction solution, and the mixture was extracted with chloroform. The chloroform layer was washed with water and was then dried over anhydrous sodium sulfate, the solvent was removed...